From a dataset of the Open Reaction Database (ORD), a public repository of structured organic reaction records. describe an organic reaction: reactants, conditions, products, and yield Starting materials: C(CC(=O)O)(=O)O (Malonic acid), N1CCOCC1 (morpholine), N1=CC=CC=C1 (pyridine), C(C=C)C(C=O)CCCC (2-allylhexanal), Cl (hydrochloric acid). Solvent: C1(=CC=CC=C1)C (toluene), C(C)#N (acetonitrile), O (water). Reaction conditions: temperature 77 celsius, time 24 hour. The product is C(C=C)C(/C=C/C(=O)O)CCCC ((2E)-4-Allyloct-2-enoic acid). RXN SMILES: [C:1](O)(=O)[CH2:2][C:3]([OH:5])=[O:4].N1CCOCC1.N1C=CC=CC=1.[CH2:20]([CH:23]([CH2:26][CH2:27][CH2:28][CH3:29])C=O)[CH:21]=[CH2:22].Cl>C1(C)C=CC=CC=1.O.C(#N)C>[CH2:20]([CH:23]([CH2:26][CH2:27][CH2:28][CH3:29])/[CH:1]=[CH:2]/[C:3]([OH:5])=[O:4])[CH:21]=[CH2:22]. Procedure details: Malonic acid (99.90 g, 0.96 mol), acetonitrile (360 mL), morpholine (26 mL, 0.3 mol), and pyridine (97 mL, 1.2 mol) were added in this order to the solution of 2-allylhexanal in toluene obtained by the method described above under a nitrogen atmosphere, and the mixture was slowly warmed to 72 to 82° C. over 1 hour and 20 minutes and stirred at this temperature for approximately 24 hours. The reaction mixture was cooled to room temperature. To the reaction mixture, water (480 mL) was added, and c... The reactants are ClC1=C(C(CN2C=NC=C2)OCC2=C(C=C(C=C2)Cl)Cl)C=CC(=C1)Cl (1-[2,4-dichloro-β-(2,4-dichlorobenzyloxy)phenethyl]imidazole), BrC(C(=O)NCC1=CC=C(C=C1)C)C (2-bromo-N-(p-methylbenzyl)propionamide). Solvent: C(C)#N (acetonitrile). Yields the product [Br-].ClC1=C(C(C[N+]2=CN(C=C2)C(C)C(NCC2=CC=C(C=C2)C)=O)OCC2=C(C=C(C=C2)Cl)Cl)C=CC(=C1)Cl (1-[2,4-dichloro-β-(2,4-dichlorobenzyloxy)phenethyl]-3-{1-[N-(p-methylbenzyl)carbamoyl]ethyl}-imidazolium bromide). As a reaction SMILES: [Cl:1][C:2]1[CH:24]=[C:23]([Cl:25])[CH:22]=[CH:21][C:3]=1[CH:4]([O:11][CH2:12][C:13]1[CH:18]=[CH:17][C:16]([Cl:19])=[CH:15][C:14]=1[Cl:20])[CH2:5][N:6]1[CH:10]=[CH:9][N:8]=[CH:7]1.[Br:26][CH:27]([CH3:39])[C:28]([NH:30][CH2:31][C:32]1[CH:37]=[CH:36][C:35]([CH3:38])=[CH:34][CH:33]=1)=[O:29]>C(#N)C>[Br-:26].[Cl:1][C:2]1[CH:24]=[C:23]([Cl:25])[CH:22]=[CH:21][C:3]=1[CH:4]([O:11][CH2:12][C:13]1[CH:18]=[CH:17][C:16]([Cl:19])=[CH:15][C:14]=1[Cl:20])[CH2:5][N+:6]1[CH:10]=[CH:9][N:8]([CH:27]([C:28](=[O:29])[NH:30][CH2:31][C:32]2[CH:33]=[CH:34][C:35]([CH3:38])=[CH:36][CH:37]=2)[CH3:39])[CH:7]=1 |f:3.4|. Procedure details: A mixture of 8 parts of 1-[2,4-dichloro-β-(2,4-dichlorobenzyloxy)phenethyl]imidazole, 5.6 parts of 2-bromo-N-(p-methylbenzyl)propionamide and 80 parts of acetonitrile is stirred and refluxed for 20 hours. The reaction mixture is evaporated and the residue is crystallized from a mixture of 4-methyl-2-pentanone and diisopropyl ether, yielding 9 parts of 1-[2,4-dichloro-β-(2,4-dichlorobenzyloxy)phenethyl]-3-{1-[N-(p-methylbenzyl)carbamoyl]ethyl}-imidazolium bromide; mp. 136.2° C. Starting materials: FC(/C=C/C(=O)NCCNC1=CC(=NC=C1)C1(OCCO1)C)(C(F)(F)F)F ((E)-4,4,5,5,5-Pentafluoro-N-[2-[[2-(2-methyl-1,3-dioxolan-2-yl)-4-pyridyl]amino]ethyl]pent-2-enamide), Cl (hydrochloric acid). Run in CC(=O)C (aceton), O (water). Conditions: temperature 100 celsius, time 15 minute. The product is C(C)(=O)C1=NC=CC(=C1)NCCNC(\C=C\C(C(F)(F)F)(F)F)=O ((E)-N-[2-[(2-acetyl-4-pyridyl)amino]ethyl]-4,4,5,5,5-pentafluoro-pent-2-enamide). Reaction SMILES: [F:1][C:2]([F:27])([C:23]([F:26])([F:25])[F:24])/[CH:3]=[CH:4]/[C:5]([NH:7][CH2:8][CH2:9][NH:10][C:11]1[CH:16]=[CH:15][N:14]=[C:13]([C:17]2([CH3:22])OCC[O:18]2)[CH:12]=1)=[O:6].Cl>CC(C)=O.O>[C:17]([C:13]1[CH:12]=[C:11]([NH:10][CH2:9][CH2:8][NH:7][C:5](=[O:6])/[CH:4]=[CH:3]/[C:2]([F:1])([F:27])[C:23]([F:26])([F:24])[F:25])[CH:16]=[CH:15][N:14]=1)(=[O:18])[CH3:22]. Procedure: (E)-4,4,5,5,5-Pentafluoro-N-[2-[[2-(2-methyl-1,3-dioxolan-2-yl)-4-pyridyl]amino]ethyl]pent-2-enamide (35 mg, 0.09 mmol) was dissolved in aceton (1 ml), 4M hydrochloric acid (0.5 ml) was added and the mixture was stirred in a closed vessel at 100° C. for 15 minutes with microwave heating. The mixture was diluted with water, extracted with ethyl acetate and the organic phase was washed with brine, dried over magnesium sulfate and evaporated to dryness. The resulting residue was purified by prepara... Starting materials: [H-].[Na+] (Sodium hydride), [C@@H]1([C@@H](CCC1)O)O ((1R,2R)-Cyclopentane-1,2-diol), BrC1=NC(=CC=C1)CBr (2-Bromo-6-(bromomethyl)pyridine). Run in CN(C)C=O (DMF), CCOCC (ether). Reaction conditions: time 30 minute. Product: BrC1=CC=CC(=N1)CO[C@H]1[C@@H](CCC1)O ((1R,2R)-2-[(6-Bromopyridin-2-yl)methoxy]cyclopentanol). RXN SMILES: [H-].[Na+].[C@@H:3]1([OH:9])[CH2:7][CH2:6][CH2:5][C@H:4]1[OH:8].[Br:10][C:11]1[CH:16]=[CH:15][CH:14]=[C:13]([CH2:17]Br)[N:12]=1>CN(C=O)C.CCOCC>[Br:10][C:11]1[N:12]=[C:13]([CH2:17][O:8][C@@H:4]2[CH2:5][CH2:6][CH2:7][C@H:3]2[OH:9])[CH:14]=[CH:15][CH:16]=1 |f:0.1|. Procedure: Sodium hydride (0.48 mg, 11.96 mmol) was suspended in DMF (12.0 mL) and cooled to 0° C. (1R,2R)-Cyclopentane-1,2-diol (1.22 g, 11.96 mmol) was added and the reaction was stirred for 30 minutes. 2-Bromo-6-(bromomethyl)pyridine (Example 190, Step 1) (0.30 g, 1.20 mmol) was added and the reaction mixture was allowed to warm to room temperature overnight. The reaction was then diluted with ether and quenched with water. After layer separation, the organic layer was dried over magnesium sulfate, filt... Reactants: COC(C(CC(C)(C)C1=C(C=C(C=C1)I)OC)(C(F)(F)F)O)=O (2-hydroxy-4-(4-iodo-2-methoxyphenyl)-4-methyl-2-trifluoromethyl-valeric acid methyl ester), C(CCC)C(=C(CCCC)CCCC)[Sn] (tributylvinyl tin), C1(=CC=CC=C1)P(C1=CC=CC=C1)C1=CC=CC=C1 (triphenylphosphine). The solvent is C1CCOC1 (THF). Product: COC(C(CC(C)(C)C1=C(C=C(C=C1)C=C)OC)(C(F)(F)F)O)=O (2-hydroxy-4-(2-methoxy-4-vinylphenyl)-4-methyl-2-trifluoromethylvaleric acid methyl ester). Isolated yield 43.7%. As a reaction SMILES: [CH3:1][O:2][C:3](=[O:23])[C:4]([OH:22])([C:18]([F:21])([F:20])[F:19])[CH2:5][C:6]([C:9]1[CH:14]=[CH:13][C:12](I)=[CH:11][C:10]=1[O:16][CH3:17])([CH3:8])[CH3:7].[CH2:24](C([Sn])=C(CCCC)CCCC)[CH2:25]CC.C1(P(C2C=CC=CC=2)C2C=CC=CC=2)C=CC=CC=1>C1COCC1>[CH3:1][O:2][C:3](=[O:23])[C:4]([OH:22])([C:18]([F:21])([F:20])[F:19])[CH2:5][C:6]([C:9]1[CH:14]=[CH:13][C:12]([CH:24]=[CH2:25])=[CH:11][C:10]=1[O:16][CH3:17])([CH3:8])[CH3:7] |^1:25|. Procedure details: 1 g of 2-hydroxy-4-(4-iodo-2-methoxyphenyl)-4-methyl-2-trifluoromethyl-valeric acid methyl ester, 860 mg of tributylvinyl tin, 103 mg of palladium-dibenzylidene acetone complex and 30 mg of triphenylphosphine in 17 ml of THF are refluxed under argon atmosphere for 57 hours. It is filtered through diatomaceous earth and completely concentrated by evaporation. After chromatography on silica gel (hexane/ethyl acetate 0->2%), 339 mg of 2-hydroxy-4-(2-methoxy-4-vinylphenyl)-4-methyl-2-trifluoromethyl... The reactants are O=C(CC(=O)OCC)C1=CC=NC=C1 (Ethyl β-oxo-4-pyridinepropanoate), OC1=C(C=C(C=C1COC)C)C(C)=O (2′-hydroxy-5′-methyl-3′-methoxymethylacetophenone), CC(C)([O-])C.[K+] (potassium t-butoxide). Reagents/catalysts: Cl[Pd]Cl (PdCl2). Solvent: C(C)(=O)OCC (ethyl acetate), C1CCOC1 (THF). Yields the product C(C)(=O)C=1C(=C(C=C(C1)C)C(C)=O)O (3′-acetyl-2′-hydroxy-5′-methylacetophenone). Reaction SMILES: O=[C:2](C1C=CN=CC=1)CC(OCC)=O.[OH:15][C:16]1[C:21]([CH2:22][O:23]C)=[CH:20][C:19]([CH3:25])=[CH:18][C:17]=1[C:26](=[O:28])[CH3:27].CC(C)([O-])C.[K+]>C1COCC1.C(OCC)(=O)C.Cl[Pd]Cl>[C:26]([C:17]1[C:16]([OH:15])=[C:21]([C:22](=[O:23])[CH3:2])[CH:20]=[C:19]([CH3:25])[CH:18]=1)(=[O:28])[CH3:27] |f:2.3|. Procedure: A mixture of a bromo derivative 1 (324 mg, 1 mmol), (R)-(+)-α-methylbenzylamine 2 (122 mg, 1 mmol), potassium t-butoxide (225 mg, 2 mmol) and PdCl2 (dppf) (35 mg, 0.05 mmol) in THF was stirred at refluxing temperature for 20 hours over a nitrogen atmosphere. The reaction mixture was cooled and diluted with ethyl acetate. The organic layer was washed with water, brine and dried over Na2SO4. The ethyl acetate layers was concentrated in vacuo and the residue was subjected to column chromatography (...